This data is from the Open Reaction Database (ORD), a public repository of structured organic reaction records. The task is: describe an organic reaction: reactants, conditions, products, and yield Reactants: CC(C)c1cc(CC#N)c(C(C)C)cc1C#N, CI, [H-], [Na+], C1CCOC1. Product: CC(C)c1cc(C(C)C#N)c(C(C)C)cc1C#N. As a reaction SMILES: [C:1](#[N:2])[c:3]1[cH:4][c:5]([CH:15]([CH3:16])[CH3:17])[c:6]([CH2:12][C:13]#[N:14])[cH:7][c:8]1[CH:9]([CH3:10])[CH3:11].[CH3:20][I:21].[H-:18].[Na+:19].[O:22]1[CH2:23][CH2:24][CH2:25][CH2:26]1>>[C:1](#[N:2])[c:3]1[cH:4][c:5]([CH:15]([CH3:16])[CH3:17])[c:6]([CH:12]([C:13]#[N:14])[CH3:20])[cH:7][c:8]1[CH:9]([CH3:10])[CH3:11]. The reactants are COC(=O)Cc1c(C(=O)NC(C)(C)C)[nH]c2ccc(Br)cc12, Cc1ccccc1, O=P(Cl)(Cl)Cl. Product: COC(=O)Cc1c(C#N)[nH]c2ccc(Br)cc12. RXN SMILES: [Br:1][c:2]1[cH:3][c:4]2[c:5]([CH2:18][C:19](=[O:20])[O:21][CH3:22])[c:6]([C:11]([NH:12][C:14]([CH3:15])([CH3:16])[CH3:17])=[O:13])[nH:7][c:8]2[cH:9][cH:10]1.[CH3:28][c:29]1[cH:30][cH:31][cH:32][cH:33][cH:34]1.[P:23]([Cl:24])([Cl:25])([Cl:26])=[O:27]>>[Br:1][c:2]1[cH:3][c:4]2[c:5]([CH2:18][C:19](=[O:20])[O:21][CH3:22])[c:6]([C:11]#[N:12])[nH:7][c:8]2[cH:9][cH:10]1. Starting materials: C1CCOC1, CO, CCOC(=O)c1ccc(C(C)n2nc(-c3cc(Cl)cc(Cl)c3)cc2-c2cnc3ccccc3c2)cc1, [Na+], [OH-]. Product: CC(c1ccc(C(=O)O)cc1)n1nc(-c2cc(Cl)cc(Cl)c2)cc1-c1cnc2ccccc2c1. Reaction SMILES: [CH2:41]1[O:42][CH2:43][CH2:44][CH2:45]1.[CH3:37][OH:38].[Cl:1][c:2]1[cH:3][c:4](-[c:9]2[n:10][n:11]([CH:24]([CH3:25])[c:26]3[cH:27][cH:28][c:29]([C:30](=[O:31])[O:32][CH2:33][CH3:34])[cH:35][cH:36]3)[c:12](-[c:14]3[cH:15][n:16][c:17]4[cH:18][cH:19][cH:20][cH:21][c:22]4[cH:23]3)[cH:13]2)[cH:5][c:6]([Cl:8])[cH:7]1.[Na+:40].[OH-:39]>>[Cl:1][c:2]1[cH:3][c:4](-[c:9]2[n:10][n:11]([CH:24]([CH3:25])[c:26]3[cH:27][cH:28][c:29]([C:30](=[O:31])[OH:32])[cH:35][cH:36]3)[c:12](-[c:14]3[cH:15][n:16][c:17]4[cH:18][cH:19][cH:20][cH:21][c:22]4[cH:23]3)[cH:13]2)[cH:5][c:6]([Cl:8])[cH:7]1.